From a dataset of the Open Reaction Database (ORD), a public repository of structured organic reaction records. describe an organic reaction: reactants, conditions, products, and yield Reactants: C(C=C)(=O)N (acrylamide), C(C=C)(=O)O (acrylic acid), [OH-].[K+] (potassium hydroxide), S(=O)(=O)([O-])OOS(=O)(=O)[O-].[Na+].[Na+] (sodium peroxidisulfate), OO (hydrogen peroxide), O=C1C(O)=C(O)[C@H](O1)[C@@H](O)CO (ascorbic acid), Cl.Cl.N(=NC(C(=N)N)(C)C)C(C(=N)N)(C)C (2,2'-azobis(2-methyl-propionamidine)dihydrochloride). Run in C(C=CC(=O)N)C=CC(=O)N (methylene bisacrylamide), O (water). Run at temperature 10 celsius, time 10 minute. Yields the product C(C=C)(=O)[O-].[K+].C(C=C)(=O)N (potassium acrylate acrylamide). Reaction SMILES: [C:1]([NH2:5])(=[O:4])[CH:2]=[CH2:3].[C:6]([OH:10])(=[O:9])[CH:7]=[CH2:8].[OH-].[K+:12].S(OOS([O-])(=O)=O)([O-])(=O)=O.[Na+].[Na+].OO.O=C1O[C@H]([C@H](CO)O)C(O)=C1O.Cl.Cl.N(C(C)(C)C(N)=N)=NC(C)(C)C(N)=N>C(C=CC(N)=O)C=CC(N)=O.O>[C:6]([O-:10])(=[O:9])[CH:7]=[CH2:8].[K+:12].[C:1]([NH2:5])(=[O:4])[CH:2]=[CH2:3] |f:2.3,4.5.6,9.10.11,14.15.16|. Procedure: In a polymerization vessel, 0.9 g methylene bisacrylamide and 192 g acrylamide were dissolved in 500 g water first and mixed with 84 g acrylic acid. Then, the monomer solution was neutralized with 102 g potassium hydroxide solution (45%), cooled to 10° C. and blown out with nitrogen. After addition of the catalyst solutions (1.6 g sodium peroxidisulfate, 0.2 g hydrogen peroxide (35%) and 0.01 g ascorbic acid) and 10 g 2,2'-azobis(2-methyl-propionamidine)dihydrochloride used as blowing agent, the... Reactants: CC(C)(C)OC(=O)N1CCC(=O)CC1, N#CCc1ccccc1, C1CCOC1, [Li]CCCC. The product is CC(C)(C)OC(=O)N1CCC(O)(C(C#N)c2ccccc2)CC1. As a reaction SMILES: [C:15](=[O:16])([O:17][C:18]([CH3:19])([CH3:20])[CH3:21])[N:22]1[CH2:23][CH2:24][C:25](=[O:28])[CH2:26][CH2:27]1.[CH2:1]([c:2]1[cH:3][cH:4][cH:5][cH:6][cH:7]1)[C:8]#[N:9].[CH2:29]1[O:30][CH2:31][CH2:32][CH2:33]1.[CH3:10][CH2:11][CH2:12][CH2:13][Li:14]>>[CH:1]([c:2]1[cH:3][cH:4][cH:5][cH:6][cH:7]1)([C:8]#[N:9])[C:25]1([OH:28])[CH2:24][CH2:23][N:22]([C:15](=[O:16])[O:17][C:18]([CH3:19])([CH3:20])[CH3:21])[CH2:27][CH2:26]1. Reactants: Cc1ccc(C#N)c(C)c1CO, CC1(C)C(C(=O)O)C1(C)C, [Cl-]. The product is Cc1ccc(C#N)c(C)c1COC(=O)C1C(C)(C)C1(C)C. As a reaction SMILES: [C:1](#[N:2])[c:3]1[c:4]([CH3:12])[c:5]([CH2:10][OH:11])[c:6]([CH3:9])[cH:7][cH:8]1.[CH3:14][C:15]1([CH3:23])[CH:16]([C:20](=[O:21])[OH:22])[C:17]1([CH3:18])[CH3:19].[Cl-:13]>>[C:1](#[N:2])[c:3]1[c:4]([CH3:12])[c:5]([CH2:10][O:11][C:20]([CH:16]2[C:15]([CH3:14])([CH3:23])[C:17]2([CH3:18])[CH3:19])=[O:21])[c:6]([CH3:9])[cH:7][cH:8]1. The reactants are [Mg] (magnesium), II (iodine), C(=O)=O (Carbon dioxide), C(CCCCCCCCC)SC1=CC=C(C=C1)Br (4-(decylthio)bromobenzene), Cl (Hydrochloric acid). Solvent: O1CCCC1 (tetrahydrofuran), O (water), O1CCCC1 (tetrahydrofuran). Conditions: temperature -70 celsius. Product: C(CCCCCCCCC)SC1=CC=C(C(=O)O)C=C1 (4-(decylthio)benzoic acid). As a reaction SMILES: [CH2:1]([S:11][C:12]1[CH:17]=[CH:16][C:15](Br)=[CH:14][CH:13]=1)[CH2:2][CH2:3][CH2:4][CH2:5][CH2:6][CH2:7][CH2:8][CH2:9][CH3:10].[Mg].II.[C:22](=[O:24])=[O:23].Cl>O1CCCC1.O>[CH2:1]([S:11][C:12]1[CH:17]=[CH:16][C:15]([C:22]([OH:24])=[O:23])=[CH:14][CH:13]=1)[CH2:2][CH2:3][CH2:4][CH2:5][CH2:6][CH2:7][CH2:8][CH2:9][CH3:10]. Procedure: A solution of 4-(decylthio)bromobenzene (32.9 g) in dry tetrahydrofuran (100 ml) was added over about 30 minutes to a stirred, refluxing suspension of magnesium turnings (2.64 g) and one crystal of iodine in dry tetrahydrofuran (100 ml). The mixture was then stirred at reflux for 2 hours after which it was cooled to -70° C. Carbon dioxide was passed through the stirred solution at -70° C. for about 2 hours. The solution was warmed to room temperature and was then poured into a mixture of ice and... Reactants: FC(C(=O)O)(F)F.C1N(CC2=C1CNC2)C(=O)C2=C(C=CC=C2)C(F)(F)F ((3,4,5,6-Tetrahydro-1H-pyrrolo[3,4-c]pyrrol-2-yl)(2-trifluoromethylphenyl)methanone trifluoroacetate), ClC=1N=NC(=CC1)OCC=1N=CSC1 (3-chloro-6-(thiazol-4-ylmethoxy)pyridazine). The product is FC(C(=O)O)(F)F.S1C=NC(=C1)COC1=CC=C(N=N1)N1CC2=C(C1)CN(C2)C(=O)C2=C(C=CC=C2)C(F)(F)F ({5-[6-(Thiazol-4-ylmethoxy)pyridazin-3-yl]-3,4,5,6-tetrahydro-1H-pyrrolo[3,4-c]pyrrol-2-yl}-(2-trifluoromethylphenyl)methanone trifluoroacetate). RXN SMILES: [F:1][C:2]([F:7])([F:6])[C:3]([OH:5])=[O:4].[CH2:8]1[C:12]2[CH2:13][NH:14][CH2:15][C:11]=2[CH2:10][N:9]1[C:16]([C:18]1[CH:23]=[CH:22][CH:21]=[CH:20][C:19]=1[C:24]([F:27])([F:26])[F:25])=[O:17].Cl[C:29]1[N:30]=[N:31][C:32]([O:35][CH2:36][C:37]2[N:38]=[CH:39][S:40][CH:41]=2)=[CH:33][CH:34]=1>>[F:1][C:2]([F:7])([F:6])[C:3]([OH:5])=[O:4].[S:40]1[CH:41]=[C:37]([CH2:36][O:35][C:32]2[N:31]=[N:30][C:29]([N:14]3[CH2:13][C:12]4[CH2:8][N:9]([C:16]([C:18]5[CH:23]=[CH:22][CH:21]=[CH:20][C:19]=5[C:24]([F:27])([F:25])[F:26])=[O:17])[CH2:10][C:11]=4[CH2:15]3)=[CH:34][CH:33]=2)[N:38]=[CH:39]1 |f:0.1,3.4|. Procedure details: (3,4,5,6-Tetrahydro-1H-pyrrolo[3,4-c]pyrrol-2-yl)(2-trifluoromethylphenyl)methanone trifluoroacetate (example 1b) (500 mg, 1.26 mmol) was reacted analogously to example 4b with 3-chloro-6-(thiazol-4-ylmethoxy)pyridazine (287.3 mg, 1.26 mmol). Yield: 36 mg (5%), M+H+: 474.26. Starting materials: BrC=1C=C(C(=O)OC)C=CC1OC (methyl 3-bromo-4-methoxybenzoate), O (water), C1(=CC=CC=C1)B(O)O (phenyl boronic acid), C([O-])([O-])=O.[K+].[K+] (potassium carbonate). Run in C1(=CC=CC=C1)C (toluene), CO (methanol). Conditions: temperature 95 celsius. Product: COC1=CC=C(C=C1C1=CC=CC=C1)C(=O)OC (Methyl 6-methoxybiphenyl-3-carboxylate). The yield is 95.0%. Reaction SMILES: Br[C:2]1[CH:3]=[C:4]([CH:9]=[CH:10][C:11]=1[O:12][CH3:13])[C:5]([O:7][CH3:8])=[O:6].O.[C:15]1(B(O)O)[CH:20]=[CH:19][CH:18]=[CH:17][CH:16]=1.C(=O)([O-])[O-].[K+].[K+]>C1(C)C=CC=CC=1.CO>[CH3:13][O:12][C:11]1[C:2]([C:15]2[CH:20]=[CH:19][CH:18]=[CH:17][CH:16]=2)=[CH:3][C:4]([C:5]([O:7][CH3:8])=[O:6])=[CH:9][CH:10]=1 |f:3.4.5|. Procedure: To a solution of methyl 3-bromo-4-methoxybenzoate (13 g, 53 mmol) in toluene (500 mL), methanol (65 mL), and water (106 mL) was added phenyl boronic acid (7.8 g, 63.6 mmol) and potassium carbonate (14.6 g, 106 mmol) and bubbled with argon for 6 min. Tetrakis(triphenylphosphine)palladium(0) (370 mg) was added and bubbled with argon for another 2 min. The reaction mixture was then heated to 95° C. for 20 h with stirring. After cooling to RT, the two phases were separated and the aqueous layer was ... The reactants are NC=1SC(=C(N1)C)C(=O)NCC1=CC=CC=C1 (2-amino-N-benzyl-4-methylthiazole-5-carboxamide), S(=O)(=O)(C1=CC=C(C)C=C1)N=[N+]=[N-] (tosyl azide). Reagents/catalysts: [Cl-].C(C1=CC=CC=C1)[N+](C)(C)C (benzyl trimethylammonium chloride). Solvent: ClCCl (dichloromethane), [OH-].[Na+] (sodium hydroxide). Product: N(=[N+]=[N-])C=1SC(=C(N1)C)C(=O)NCC1=CC=CC=C1 (2-azido-N-benzyl-4-methylthiazole-5-carboxamide). Isolated yield 62.5%. As a reaction SMILES: [NH2:1][C:2]1[S:3][C:4]([C:8]([NH:10][CH2:11][C:12]2[CH:17]=[CH:16][CH:15]=[CH:14][CH:13]=2)=[O:9])=[C:5]([CH3:7])[N:6]=1.S([N:28]=[N+:29]=[N-])(C1C=CC(C)=CC=1)(=O)=O>[Cl-].C([N+](C)(C)C)C1C=CC=CC=1.ClCCl.[OH-].[Na+]>[N:1]([C:2]1[S:3][C:4]([C:8]([NH:10][CH2:11][C:12]2[CH:17]=[CH:16][CH:15]=[CH:14][CH:13]=2)=[O:9])=[C:5]([CH3:7])[N:6]=1)=[N+:28]=[N-:29] |f:2.3,5.6|. Procedure: A solution of 2-amino-N-benzyl-4-methylthiazole-5-carboxamide (1.20 g, 4.86 mmol), tosyl azide (1.91 g, 9.71 mmol) and benzyl trimethylammonium chloride (0.05 g, 0.27 mmol) in dichloromethane (21 mL) and 40% aqueous sodium hydroxide solution (11 mL) was stirred at ambient temperature for 18 h. The reaction mixture was extracted with dichloromethane (100 mL). The separated organic layer was dried over anhydrous sodium sulphate, filtered and concentrated in vacuo. The residue was purified by colum...